Dataset: the Open Reaction Database (ORD), a public repository of structured organic reaction records. Task: describe an organic reaction: reactants, conditions, products, and yield Reactants: N(N)C(C(=O)NC1=CC=C(O[C@H]2CC[C@H](CC2)C(=O)OCC)C=C1)=O (Ethyl cis-4-(4-{[hydrazino(oxo)acetyl]amino}phenoxy)cyclohexanecarboxylate), [N+](=O)([O-])C1=CC=C(O[C@@H]2CC[C@H](CC2)C(=O)OCC)C=C1 (ethyl trans-4-(4-nitrophenoxy)cyclohexane-carboxylate), Intermediate 1(i). Product: N(N)C(C(=O)NC1=CC=C(O[C@@H]2CC[C@H](CC2)C(=O)OCC)C=C1)=O (Ethyl trans-4-(4-{[hydrazino(oxo)acetyl]amino}phenoxy)cyclohexanecarboxylate). RXN SMILES: [NH:1]([C:3](=[O:25])[C:4]([NH:6][C:7]1[CH:24]=[CH:23][C:10]([O:11][C@@H:12]2[CH2:17][CH2:16][C@H:15]([C:18]([O:20][CH2:21][CH3:22])=[O:19])[CH2:14][CH2:13]2)=[CH:9][CH:8]=1)=[O:5])[NH2:2].[N+](C1C=CC(O[C@H]2CC[C@H](C(OCC)=O)CC2)=CC=1)([O-])=O>>[NH:1]([C:3](=[O:25])[C:4]([NH:6][C:7]1[CH:8]=[CH:9][C:10]([O:11][C@H:12]2[CH2:13][CH2:14][C@H:15]([C:18]([O:20][CH2:21][CH3:22])=[O:19])[CH2:16][CH2:17]2)=[CH:23][CH:24]=1)=[O:5])[NH2:2]. Reported procedure: Intermediate 3 was synthesised using the reaction conditions described for Intermediate 1, starting from Intermediate 2, described in the reaction conditions for Intermediate 1(i). Reactants: N[C@@H](CC(C)C)C(=O)CF (LeuCH2F), N([C@@H](CC1=CC=CC=C1)C(=O)NCC(=O)N[C@@H](CC(C)C)C(=O)O)C(=O)OC(C)(C)C (Boc-Phe-Gly-LeuOH), CN1CCOCC1 (NMM), Cl (HCl), anhydride, anhydride, amino acid benzyl esters, CN1CCOCC1 (NMM). Run in CN(C)C=O (DMF), C1CCOC1 (THF). Reaction conditions: temperature -20 celsius, time 5 minute. Yields the product N([C@@H](CC1=CC=CC=C1)C(=O)NCC(=O)N[C@@H](CC(C)C)C(=O)N[C@@H](CC(C)C)C(=O)CF)C(=O)OC(C)(C)C (Boc-Phe-Gly-Leu-LeuCH2F). RXN SMILES: [NH:1]([C:25]([O:27][C:28]([CH3:31])([CH3:30])[CH3:29])=[O:26])[C@H:2]([C:10]([NH:12][CH2:13][C:14]([NH:16][C@H:17]([C:22]([OH:24])=O)[CH2:18][CH:19]([CH3:21])[CH3:20])=[O:15])=[O:11])[CH2:3][C:4]1[CH:9]=[CH:8][CH:7]=[CH:6][CH:5]=1.CN1CCOCC1.Cl.[NH2:40][C@H:41]([C:46]([CH2:48][F:49])=[O:47])[CH2:42][CH:43]([CH3:45])[CH3:44]>C1COCC1.CN(C=O)C>[NH:1]([C:25]([O:27][C:28]([CH3:29])([CH3:31])[CH3:30])=[O:26])[C@H:2]([C:10]([NH:12][CH2:13][C:14]([NH:16][C@H:17]([C:22]([NH:40][C@H:41]([C:46]([CH2:48][F:49])=[O:47])[CH2:42][CH:43]([CH3:45])[CH3:44])=[O:24])[CH2:18][CH:19]([CH3:21])[CH3:20])=[O:15])=[O:11])[CH2:3][C:4]1[CH:9]=[CH:8][CH:7]=[CH:6][CH:5]=1. Procedure: To a solution of Boc-LeuCH2F (1.53 g, 6.19 mmol) in ether (30 mL) was added a saturated solution of HCl in ether (20 mL). The mixture was stirred vigorously; a precipitate formed within 15 minutes. After 1 hour, the mixture was filtered, the solids were washed with ether (2×30 mL) and were then pumped dry overniqht: a second crop was obtained from the filtrate, giving 0.60 g (54%) of LeuCH2F hydrochloride. Boc-Phe-Gly-LeuOH (synthesized in several steps via mixed anhydride coupling of the approp...